This data is from the Open Reaction Database (ORD), a public repository of structured organic reaction records. The task is: describe an organic reaction: reactants, conditions, products, and yield Starting materials: ClC1=NC=CC=C1[N+](=O)[O-] (2-chloro-3-nitropyridine), C(C)N (ethylamine). Run in C=1(C(=CC=CC1)C)C (xylene). Reaction conditions: temperature 100 celsius. The product is C(C)NC1=NC=CC=C1[N+](=O)[O-] (2-Ethylamino-3-nitropyridine). Yield: 110.8%. Reaction SMILES: Cl[C:2]1[C:7]([N+:8]([O-:10])=[O:9])=[CH:6][CH:5]=[CH:4][N:3]=1.[CH2:11]([NH2:13])[CH3:12]>C1(C)C(C)=CC=CC=1>[CH2:11]([NH:13][C:2]1[C:7]([N+:8]([O-:10])=[O:9])=[CH:6][CH:5]=[CH:4][N:3]=1)[CH3:12]. Procedure: A stirred mixture of 2-chloro-3-nitropyridine (8.60 g, 0.054 mol), ethylamine (5.37 g, 0.12 mol), and xylene (10 ml) was heated at 100° C. in a sealed tube for three hours. After cooling, the solvent was removed in vacuo, and water was added to the residue. The product was extracted with methylene chloride, dried (sodium sulfate), and concentrated in vacuo to give 10.0 g of the title compound as a yellow oil, suitable for use in the next reaction. Starting materials: NC1[C@@H]2N(C(C(CS2)O)C(=O)O)C1=O (7-Amino-3-hydroxycepham-4-carboxylic acid), C[Si](C)(C)CC(=O)N (trimethylsilylacetamide), CON=C(C(=O)O)C(CBr)(OCC)OCC (2-methoxyimino-3,3-diethoxy-4-bromobutyric acid), P(=O)(Cl)(Cl)Cl (phosphorus oxychloride), Example 25 ( 1 ). The solvent is C(Cl)Cl (methylene chloride), CN(C=O)C (N,N-dimethylformamide). The product is CON=C(C(=O)NC1[C@@H]2N(C(C(CS2)O)C(=O)O)C1=O)C(CBr)(OCC)OCC (7-(2-methoxyimino-3,3-diethoxy-4-bromobutyramido)-3-hydroxycepham-4-carboxylic acid). Isolated yield 44.2%. Reaction SMILES: [NH2:1][CH:2]1[C:13](=[O:14])[N:4]2[CH:5]([C:10]([OH:12])=[O:11])[CH:6]([OH:9])[CH2:7][S:8][C@H:3]12.C[Si](CC(N)=O)(C)C.[CH3:23][O:24][N:25]=[C:26]([C:30]([O:36][CH2:37][CH3:38])([O:33][CH2:34][CH3:35])[CH2:31][Br:32])[C:27](O)=[O:28].P(Cl)(Cl)(Cl)=O>C(Cl)Cl.CN(C)C=O>[CH3:23][O:24][N:25]=[C:26]([C:30]([O:36][CH2:37][CH3:38])([O:33][CH2:34][CH3:35])[CH2:31][Br:32])[C:27]([NH:1][CH:2]1[C:13](=[O:14])[N:4]2[CH:5]([C:10]([OH:12])=[O:11])[CH:6]([OH:9])[CH2:7][S:8][C@H:3]12)=[O:28]. Procedure details: 7-Amino-3-hydroxycepham-4-carboxylic acid (1.09 g., purity 84.8%), trimethylsilylacetamide (5.3 g.), 2-methoxyimino-3,3-diethoxy-4-bromobutyric acid (syn isomer, 1.8 g.), phosphorus oxychloride (0.68 ml.), N,N-dimethylformamide (0.55 ml.) and methylene chloride (25 ml.) were treated in a similar manner to that of Example 25 (1) to give 7-(2-methoxyimino-3,3-diethoxy-4-bromobutyramido)-3-hydroxycepham-4-carboxylic acid (syn isomer, 1.1 g.). Run in CC(=O)C (acetone). The reactants are ice water, C([O-])([O-])=O.[K+].[K+] (potassium carbonate), C(C=C)Br (allyl bromide), O1C2=C(C=C1)C=C(C=C2)CCC(=O)C2=C(C=C(C=C2O)C)O[C@H]2[C@H](O)[C@@H](O)[C@H](O)[C@H](O2)CO (3-(5-Benzo[b]furanyl)-2'-(β-D-glucopyranosyloxy)-6'-hydroxy-4'-methylpropiophenone). The product is O1C2=C(C=C1)C=C(C=C2)CCC(=O)C2=C(C=C(C=C2OCC=C)C)O[C@H]2[C@H](O)[C@@H](O)[C@H](O)[C@H](O2)CO (3-(5-benzo[b]furanyl)-2'-(β-D-glucopyranosyloxy)-6'-allyloxy-4'-methylpropiophenone). Procedure: 3-(5-Benzo[b]furanyl)-2'-(β-D-glucopyranosyloxy)-6'-hydroxy-4'-methylpropiophenone (2.50 g) is dissolved in acetone (20 ml), and thereto are added potassium carbonate (2.13 g) and allyl bromide (933 mg), and the mixture is refluxed for 6 hours. After cooling, the reaction mixture is poured into ice-water, and the mixture is extracted with ethyl acetate. The organic layer is washed with water, dried, and concentrated under reduced pressure. The resulting residue is purified by silica gel column c... Isolated yield 60.0%. Reaction SMILES: [O:1]1[CH:5]=[CH:4][C:3]2[CH:6]=[C:7]([CH2:10][CH2:11][C:12]([C:14]3[C:19]([OH:20])=[CH:18][C:17]([CH3:21])=[CH:16][C:15]=3[O:22][C@@H:23]3[O:31][C@H:30]([CH2:32][OH:33])[C@@H:28]([OH:29])[C@H:26]([OH:27])[C@H:24]3[OH:25])=[O:13])[CH:8]=[CH:9][C:2]1=2.C(=O)([O-])[O-].[K+].[K+].[CH2:40](Br)[CH:41]=[CH2:42]>CC(C)=O>[O:1]1[CH:5]=[CH:4][C:3]2[CH:6]=[C:7]([CH2:10][CH2:11][C:12]([C:14]3[C:19]([O:20][CH2:42][CH:41]=[CH2:40])=[CH:18][C:17]([CH3:21])=[CH:16][C:15]=3[O:22][C@@H:23]3[O:31][C@H:30]([CH2:32][OH:33])[C@@H:28]([OH:29])[C@H:26]([OH:27])[C@H:24]3[OH:25])=[O:13])[CH:8]=[CH:9][C:2]1=2 |f:1.2.3|. Starting materials: COc1ccccc1CCC(=O)O, CC#N, Nc1ccccc1-c1cc2ccccc2[nH]1. Yields the product COc1ccccc1CCC(=O)Nc1ccccc1-c1cc2ccccc2[nH]1. As a reaction SMILES: [CH3:17][O:18][c:19]1[c:20]([CH2:25][CH2:26][C:27](=[O:28])[OH:29])[cH:21][cH:22][cH:23][cH:24]1.[CH3:30][C:31]#[N:32].[NH2:1][c:2]1[c:3](-[c:8]2[nH:9][c:10]3[cH:11][cH:12][cH:13][cH:14][c:15]3[cH:16]2)[cH:4][cH:5][cH:6][cH:7]1>>[NH:1]([c:2]1[c:3](-[c:8]2[nH:9][c:10]3[cH:11][cH:12][cH:13][cH:14][c:15]3[cH:16]2)[cH:4][cH:5][cH:6][cH:7]1)[C:27]([CH2:26][CH2:25][c:20]1[c:19]([O:18][CH3:17])[cH:24][cH:23][cH:22][cH:21]1)=[O:28]. Reactants: COC(C=C)=O (Methylacrylate), CN(C1CCCCC1)C1CCCCC1 (N-methyldicyclohexylamine), IC1=CC=C(C=C1)OC(N(C1=CC=CC=C1)C)=O (methyl-phenyl-carbamic acid 4-iodo-phenyl ester). The reagents and catalysts are C=1C=CC(=CC1)/C=C/C(=O)/C=C/C2=CC=CC=C2.C=1C=CC(=CC1)/C=C/C(=O)/C=C/C2=CC=CC=C2.C=1C=CC(=CC1)/C=C/C(=O)/C=C/C2=CC=CC=C2.[Pd].[Pd] (Pd2(dba)3), CC(C)([P](C(C)(C)C)([Pd][P](C(C)(C)C)(C(C)(C)C)C(C)(C)C)C(C)(C)C)C (Pd(P(t-Bu)3)2). Run at temperature 70 celsius, time 8 hour. Product: COC(C=CC1=CC=C(C=C1)OC(N(C1=CC=CC=C1)C)=O)=O (3-[4-(Methyl-phenyl-carbamoyloxy)-phenyl]-acrylic acid methyl ester). Isolated yield 70.0%. RXN SMILES: [CH3:1][O:2][C:3](=[O:6])[CH:4]=[CH2:5].CN(C1CCCCC1)C1CCCCC1.I[C:22]1[CH:27]=[CH:26][C:25]([O:28][C:29](=[O:38])[N:30]([CH3:37])[C:31]2[CH:36]=[CH:35][CH:34]=[CH:33][CH:32]=2)=[CH:24][CH:23]=1>C1C=CC(/C=C/C(/C=C/C2C=CC=CC=2)=O)=CC=1.C1C=CC(/C=C/C(/C=C/C2C=CC=CC=2)=O)=CC=1.C1C=CC(/C=C/C(/C=C/C2C=CC=CC=2)=O)=CC=1.[Pd].[Pd].CC(C)([P](C(C)(C)C)([Pd][P](C(C)(C)C)(C(C)(C)C)C(C)(C)C)C(C)(C)C)C>[CH3:1][O:2][C:3](=[O:6])[CH:4]=[CH:5][C:22]1[CH:23]=[CH:24][C:25]([O:28][C:29](=[O:38])[N:30]([CH3:37])[C:31]2[CH:36]=[CH:35][CH:34]=[CH:33][CH:32]=2)=[CH:26][CH:27]=1 |f:3.4.5.6.7,^1:97,103|. Reported procedure: Methylacrylate (1.2 mmol), N-methyldicyclohexylamine (1.2 mmol), Pd2(dba)3 (0.03 mmol), Pd(P(t-Bu)3)2 (0.06 mmol) and methyl-phenyl-carbamic acid 4-iodo-phenyl ester (1.0 mmol) were added to a Schlenk tube under nitrogen. The Schlenk tube was evacuated and refilled with nitrogen five times. Then dioxane (2 mL) was added and the reaction mixture was stirred at 70° C. for 8 h. The crude product was purified by flash chromatography (Quad flash 12, EtOAc-heptane) giving the title compound in 70% yie... As a reaction SMILES: [Cl:1][C:2]1[CH:7]=[CH:6][C:5]([C:8]2([C:14]([OH:16])=O)[CH2:13][CH2:12][CH2:11][CH2:10][CH2:9]2)=[CH:4][CH:3]=1.[NH2:17][CH2:18][CH2:19][CH2:20][N:21]1[CH2:26][CH2:25][CH:24]([C:27]2[CH:28]=[C:29]([NH:33][C:34](=[O:38])[CH:35]([CH3:37])[CH3:36])[CH:30]=[CH:31][CH:32]=2)[CH2:23][CH2:22]1>>[Cl:1][C:2]1[CH:3]=[CH:4][C:5]([C:8]2([C:14]([NH:17][CH2:18][CH2:19][CH2:20][N:21]3[CH2:26][CH2:25][CH:24]([C:27]4[CH:32]=[CH:31][CH:30]=[C:29]([NH:33][C:34](=[O:38])[CH:35]([CH3:36])[CH3:37])[CH:28]=4)[CH2:23][CH2:22]3)=[O:16])[CH2:9][CH2:10][CH2:11][CH2:12][CH2:13]2)=[CH:6][CH:7]=1. Product: ClC1=CC=C(C=C1)C1(CCCCC1)C(=O)NCCCN1CCC(CC1)C1=CC(=CC=C1)NC(C(C)C)=O (1-(4-CHLOROPHENYL)-N-(3-{4-[3-(ISOBUTYRYLAMINO)PHENYL]-1-PIPERIDINYL}PROPYL)CYCLOHEXANECARBOXAMIDE). The reactants are ClC1=CC=C(C=C1)C1(CCCCC1)C(=O)O (1-(4-chloro phenyl) cyclohexanecarboxylic acid), NCCCN1CCC(CC1)C=1C=C(C=CC1)NC(C(C)C)=O (N-{3-[1-(3-aminopropyl)-4-piperidinyl]phenyl}-2-methyl propanamide). Reported procedure: Example 45 was prepared from 1-(4-chloro phenyl) cyclohexanecarboxylic acid and N-{3-[1-(3-aminopropyl)-4-piperidinyl]phenyl}-2-methyl propanamide according to the procedures described in Scheme 9: 1H NMR (400 MHz, CDCl3) δ 7.57 (s, 1H), 7.52 (s, 1H), 7.38–7.35 (m, 2H), 7.30–7.21 (m, 4H), 6.93 (d, 1H, J=7.2 Hz), 6.88–6.83 (m, 1H), 3.28 (q, 2H, J=5.6 Hz), 2.95–2.88 (m, 2H), 2.56–2.41 (m, 2H), 2.35–2.26 (m, 3H), 2.07 (s, 1H), 1.96–1.84 (m, 4H), 1.83–1.76 (m, 2H), 1.70–1.53 (m, 10H), 1.24 (d, 6H, J... As a reaction SMILES: CC(C)[O-].[Al+3].CC(C)[O-].CC(C)[O-].[CH:14]([C:17]1[CH:18]=[C:19]([CH:23]([CH3:27])[CH2:24][CH:25]=[O:26])[CH:20]=[CH:21][CH:22]=1)([CH3:16])[CH3:15]>C(O)(C)C.CCOCC>[CH:14]([C:17]1[CH:18]=[C:19]([CH:23]([CH3:27])[CH2:24][CH2:25][OH:26])[CH:20]=[CH:21][CH:22]=1)([CH3:16])[CH3:15] |f:0.1.2.3|. The yield is 73.7%. Solvent: C(C)(C)O (isopropanol), C(C)(C)O (isopropanol), CCOCC (ether). The reactants are CC([O-])C.[Al+3].CC([O-])C.CC([O-])C (aluminum isopropoxide), C(C)(C)C=1C=C(C=CC1)C(CC=O)C (3-(3-isopropylphenyl)butanal). The product is C(C)(C)C=1C=C(C=CC1)C(CCO)C (3-(3-Isopropylphenyl)butanol). Reported procedure: To a refluxing solution of 132.8 g aluminum isopropoxide in 800 ml of isopropanol, a solution of 300 g of 3-(3-isopropylphenyl)butanal in 200 ml of isopropanol was dropped in. The resulting solution was refluxed for 1.5 hours, then cooled and diluted with ether. Then, the organic phase was washed with brine, dried, and evaporated to dryness. The resulting oil was distilled to yield 223.5 g of a colorless oil.